describe an organic reaction: reactants, conditions, products, and yield From a dataset of the Open Reaction Database (ORD), a public repository of structured organic reaction records. Reactants: C(CCCCCCC)(=O)C1=CC=2CC3=CC=CC=C3C2C=C1 (2-octanoylfluorene), C(COCCO)O (diethyleneglycol), O.NN (hydrazine hydrate), [OH-].[K+] (potassium hydroxide). The product is C(CCCCCCC)C1=CC=2CC3=CC=CC=C3C2C=C1 (2-octylfluorene). Run at temperature 130 celsius, time 40 minute. Reaction SMILES: [C:1]([C:10]1[CH:22]=[CH:21][C:20]2[C:19]3[C:14](=[CH:15][CH:16]=[CH:17][CH:18]=3)[CH2:13][C:12]=2[CH:11]=1)(=O)[CH2:2][CH2:3][CH2:4][CH2:5][CH2:6][CH2:7][CH3:8].O.NN.[OH-].[K+].C(O)COCCO>O>[CH2:1]([C:10]1[CH:22]=[CH:21][C:20]2[C:19]3[C:14](=[CH:15][CH:16]=[CH:17][CH:18]=3)[CH2:13][C:12]=2[CH:11]=1)[CH2:2][CH2:3][CH2:4][CH2:5][CH2:6][CH2:7][CH3:8] |f:1.2,3.4|. The yield is 80.2%. The solvent is O (water). Reported procedure: In a 200 ml-three-necked flask, 6.00 g (20.5 mM) of 2-octanoylfluorene, 3.06 ml (50.4 mM) of hydrazine hydrate (80% aqueous solution), 4.20 g (63.6 mM) of potassium hydroxide and 60 ml of diethyleneglycol were placed, followed by heating to about 130° C. to dissolve the mixture. Then, the mixture was gradually heated to 210°-217° C., followed by stirring for 3 hours and 40 minutes under heating. After the reaction, the reaction mixture was cooled and poured into 250 ml of water to precipitate a ...